The task is: describe an organic reaction: reactants, conditions, products, and yield. This data is from the Open Reaction Database (ORD), a public repository of structured organic reaction records. The reactants are C1CCOC1, CO, ClC(Cl)Cl, O=Cc1cccnc1, [Li]c1cccs1. Product: OC(c1cccnc1)c1cccs1. As a reaction SMILES: [CH2:21]1[O:22][CH2:23][CH2:24][CH2:25]1.[CH3:15][OH:16].[Cl:17][CH:18]([Cl:19])[Cl:20].[n:1]1[cH:2][c:3]([CH:7]=[O:8])[cH:4][cH:5][cH:6]1.[s:9]1[c:10]([Li:14])[cH:11][cH:12][cH:13]1>>[n:1]1[cH:2][c:3]([CH:7]([OH:8])[c:10]2[s:9][cH:13][cH:12][cH:11]2)[cH:4][cH:5][cH:6]1.